Task: describe an organic reaction: reactants, conditions, products, and yield. Dataset: the Open Reaction Database (ORD), a public repository of structured organic reaction records The reactants are C(C(C)C)P(O)(=O)CC(C)C (diisobutylphosphinic acid), [OH-].[Na+] (sodium hydroxide), [Al](Cl)(Cl)Cl.O.O.O.O.O.O (AlCl3 6H2O). Run in O (water), O (water). The product is [Al] (aluminum), C(C(C)C)P(O)(=O)CC(C)C (diisobutylphosphinic acid). Reaction SMILES: [CH2:1]([P:5]([CH2:8][CH:9]([CH3:11])[CH3:10])(=[O:7])[OH:6])[CH:2]([CH3:4])[CH3:3].[OH-].[Na+].[Al:14](Cl)(Cl)Cl.O.O.O.O.O.O>O>[Al:14].[CH2:1]([P:5]([CH2:8][CH:9]([CH3:11])[CH3:10])(=[O:6])[OH:7])[CH:2]([CH3:4])[CH3:3] |f:1.2,3.4.5.6.7.8.9|. Procedure: A portion of the above pure diisobutylphosphinic acid (135.01 g, 0.758 mol) was mixed with water and neutralized with dilute aqueous sodium hydroxide solution. The neutralized product was then mixed with a solution of 61.83 g (0.256 mol) AlCl3 6H2O in 2 L water. A large amount of white precipitate was observed. The precipitate was filtered and dried to a constant weight in an oven at 105° C. A white powder, aluminum salt of diisobutylphosphinic acid, of 139.43 g was obtained. The yield was 98.9%... Starting materials: BrCC(=O)C1=CC(=C(C(=C1)C(C)(C)C)O)C(C)(C)C (2-bromo-1-(4-hydroxy-3,5-di-tert-butylphenyl)-ethanone), [OH-].[K+] (potassium hydroxide), N=1N(N=C2C1C=CC=C2)C2=C(C=CC(=C2)C)[O-] (2-benzotriazol-2-yl-4-methyl-phenolate). Run in C(C)#N (acetonitrile). Run at time 30 minute. The product is N=1N(N=C2C1C=CC=C2)C2=C(OCC(=O)C1=CC(=C(C(=C1)C(C)(C)C)O)C(C)(C)C)C=CC(=C2)C (2-(2-benzotriazol-2-yl-4-methyl-phenoxy)-1-(3,5-di-tert-butyl-4-hydroxy-phenyl)-ethanone). Yield: 72.6%. As a reaction SMILES: Br[CH2:2][C:3]([C:5]1[CH:10]=[C:9]([C:11]([CH3:14])([CH3:13])[CH3:12])[C:8]([OH:15])=[C:7]([C:16]([CH3:19])([CH3:18])[CH3:17])[CH:6]=1)=[O:4].[OH-].[K+].[N:22]1[N:23]([C:31]2[CH:36]=[C:35]([CH3:37])[CH:34]=[CH:33][C:32]=2[O-:38])[N:24]=[C:25]2[CH:30]=[CH:29][CH:28]=[CH:27][C:26]=12>C(#N)C>[N:22]1[N:23]([C:31]2[CH:36]=[C:35]([CH3:37])[CH:34]=[CH:33][C:32]=2[O:38][CH2:2][C:3]([C:5]2[CH:10]=[C:9]([C:11]([CH3:14])([CH3:13])[CH3:12])[C:8]([OH:15])=[C:7]([C:16]([CH3:19])([CH3:18])[CH3:17])[CH:6]=2)=[O:4])[N:24]=[C:25]2[CH:30]=[CH:29][CH:28]=[CH:27][C:26]=12 |f:1.2|. Reported procedure: 6.54 g (20 mmol) of 2-bromo-1-(4-hydroxy-3,5-di-tert-butylphenyl)-ethanone and 1.98 g (30 mmol) of potassium hydroxide are dissolved in 150 ml of acetonitrile and stirred under inert atmosphere at room temperature for 30 minutes. Then 5.27 g (20 mmol) of 2-benzotriazol-2-yl-4-methyl-phenolate is added in portions. Stirring at room temperature is continued for additional 3 hours. After adjusting the pH to 6-7 the mixture is extracted with ethyl acetate. The collected organic phases are washed wit... Reactants: O=C([O-])[O-], Oc1ccc(Cc2ccccc2)cc1, CN(C)C=O, OCCCCCCCl, [K+], [K+], [Na+], [OH-]. Yields the product OCCCCCCOc1ccc(Cc2ccccc2)cc1. RXN SMILES: [C:23](=[O:24])([O-:25])[O-:26].[CH2:1]([c:2]1[cH:3][cH:4][cH:5][cH:6][cH:7]1)[c:8]1[cH:9][cH:10][c:11]([OH:14])[cH:12][cH:13]1.[CH3:31][N:32]([CH3:33])[CH:34]=[O:35].[Cl:15][CH2:16][CH2:17][CH2:18][CH2:19][CH2:20][CH2:21][OH:22].[K+:27].[K+:28].[Na+:30].[OH-:29]>>[CH2:1]([c:2]1[cH:3][cH:4][cH:5][cH:6][cH:7]1)[c:8]1[cH:9][cH:10][c:11]([O:14][CH2:16][CH2:17][CH2:18][CH2:19][CH2:20][CH2:21][OH:22])[cH:12][cH:13]1. Reactants: CN(C1=CC=C(C=C1)N=C=S)C (4-dimethylaminophenylisothiocyanate), CC(C)C1=C(C(=CC=C1)C(C)C)NC(CNCC(C1=CC=CC=C1)C1=CC=CC=C1)=O (N-[2,6-bis(1-Methylethyl)phenyl]-2-[(2,2-diphenylethyl)amino]acetamide), ethyl isocyanato acetate, CC(C)C1=C(C(=CC=C1)C(C)C)NC(CNC(C1=CC=CC=C1)C1=CC=CC=C1)=O (N-[2,6-bis(1-Methylethyl)phenyl]-2-[(diphenylmethyl)amino]acetamide). Product: C(C)C1=C(C(=CC=C1)CC)NC(CN(C(C1=CC=CC=C1)C1=CC=CC=C1)C(=S)NC1=CC=C(C=C1)N(C)C)=O (N-(2,6-Diethylphenyl)-2-[[[[4-(dimethylamino)phenyl]amino]thioxomethyl](diphenylmethyl)amino]acetamide). Reaction SMILES: [CH3:1][N:2]([CH3:12])[C:3]1[CH:8]=[CH:7][C:6]([N:9]=[C:10]=[S:11])=[CH:5][CH:4]=1.[CH3:13][CH:14]([C:16]1[CH:21]=[CH:20][CH:19]=[C:18]([CH:22](C)[CH3:23])[C:17]=1[NH:25][C:26](=[O:42])[CH2:27][NH:28][CH:29]([C:36]1[CH:41]=[CH:40][CH:39]=[CH:38][CH:37]=1)[C:30]1[CH:35]=[CH:34][CH:33]=[CH:32][CH:31]=1)C.CC(C1C=CC=C(C(C)C)C=1NC(=O)CNCC(C1C=CC=CC=1)C1C=CC=CC=1)C>>[CH2:22]([C:18]1[CH:19]=[CH:20][CH:21]=[C:16]([CH2:14][CH3:13])[C:17]=1[NH:25][C:26](=[O:42])[CH2:27][N:28]([C:10]([NH:9][C:6]1[CH:7]=[CH:8][C:3]([N:2]([CH3:12])[CH3:1])=[CH:4][CH:5]=1)=[S:11])[CH:29]([C:30]1[CH:35]=[CH:34][CH:33]=[CH:32][CH:31]=1)[C:36]1[CH:37]=[CH:38][CH:39]=[CH:40][CH:41]=1)[CH3:23]. Reported procedure: When in the procedure of Example 80 an appropriate amount of 4-dimethylaminophenylisothiocyanate was substituted for ethyl isocyanato acetate and an appropriate amount of the product of Example 4 was substituted for the product of Example 70 and the general procedure of Example 80 was followed the title compound was obtained. Total yield, 0.68 g (62%). Procedure details: A mixture of 2-(3-(3-methoxyphenyl)-3-phenyl-2-propen-1-yloxy)ethanol (52 g, 0.18 mol) and triethylamine (46 g, 0.46 mol) in dry toluene (200 ml) kept under a nitrogen atmosphere was cooled below 10° C. and a solution of methanesulphonyl chloride (41.7 g, 0.36 mol) in dry toluene (200 ml) was added dropwise keeping the temperature below 10° C. When addition was complete the reaction mixture was stirred for 1 h at 5° C. and then for 0.5 h at approximately 15° C. Water was added (250 ml) and the m... The product is COC=1C=C(C=CC1)C(=CCOCCN1C[C@@H](CCC1)C(=O)O)C1=CC=CC=C1 ((R)-N-(2-(3-(3-Methoxyphenyl)-3-phenyl-2-propen-1-yloxy)ethyl)-3-piperidinecarboxylic acid). Starting materials: C(Cl)(Cl)Cl.CO.C(C)(=O)O (chloroform methanol acetic acid), [OH-].[Na+] (sodium hydroxide), C(C)OC(=O)[C@H]1CN(CCC1)CCOCC=C(C1=CC=CC=C1)C1=CC(=CC=C1)OC ((R)-N-(2-(3-(3-Methoxyphenyl)-3-phenyl-2-propen-1-yloxy)ethyl)-3-piperidinecarboxylic acid ethyl ester), C(C)O (ethanol). RXN SMILES: C(Cl)(Cl)Cl.CO.C(O)(=O)C.C([O:13][C:14]([C@@H:16]1[CH2:21][CH2:20][CH2:19][N:18]([CH2:22][CH2:23][O:24][CH2:25][CH:26]=[C:27]([C:34]2[CH:39]=[CH:38][CH:37]=[C:36]([O:40][CH3:41])[CH:35]=2)[C:28]2[CH:33]=[CH:32][CH:31]=[CH:30][CH:29]=2)[CH2:17]1)=[O:15])C.C(O)C.[OH-].[Na+]>O>[CH3:41][O:40][C:36]1[CH:35]=[C:34]([C:27]([C:28]2[CH:33]=[CH:32][CH:31]=[CH:30][CH:29]=2)=[CH:26][CH2:25][O:24][CH2:23][CH2:22][N:18]2[CH2:19][CH2:20][CH2:21][C@@H:16]([C:14]([OH:15])=[O:13])[CH2:17]2)[CH:39]=[CH:38][CH:37]=1 |f:0.1.2,5.6|. Isolated yield 107.1%. Conditions: time 3.5 hour. The solvent is O (water). The reactants are Cl.C(C1=CC=CC=C1)(=O)NC(=O)NC1CCN(CC1)CCC1=CNC2=CC=CC=C12 (1-benzoyl-3-[1-(2-[3-indolyl]ethyl)piperid-4-yl]urea hydrochloride). The solvent is [OH-].[Na+] (sodium hydroxide). Yields the product N1C=C(C2=CC=CC=C12)CCN1CCC(CC1)NC(=O)N (1-[1-(2-[3-Indolyl] ethyl)piperid-4-yl]urea). As a reaction SMILES: Cl.C([NH:10][C:11]([NH:13][CH:14]1[CH2:19][CH2:18][N:17]([CH2:20][CH2:21][C:22]2[C:30]3[C:25](=[CH:26][CH:27]=[CH:28][CH:29]=3)[NH:24][CH:23]=2)[CH2:16][CH2:15]1)=[O:12])(=O)C1C=CC=CC=1>[OH-].[Na+]>[NH:24]1[C:25]2[C:30](=[CH:29][CH:28]=[CH:27][CH:26]=2)[C:22]([CH2:21][CH2:20][N:17]2[CH2:16][CH2:15][CH:14]([NH:13][C:11]([NH2:10])=[O:12])[CH2:19][CH2:18]2)=[CH:23]1 |f:0.1,2.3|. Reported procedure: 1-benzoyl-3-[1-(2-[3-indolyl]ethyl)piperid-4-yl]urea hydrochloride (1.180 g.) was refluxed in 2N sodium hydroxide solution (20 ml) for 1 hour. The reaction mixture was cooled and the title compound was filtered off, (0.678 g., 86%) m.p. 212.2° (dec). Reactants: C(C1=CC=CC=C1)(C1=CC=CC=C1)N1C(NC(C(=C1)I)=O)=O (1-benzhydryl-5-iodo-pyrimidine-2,4-dione), N1=CC(=CC=C1)B(O)O (3-pyridylboronic acid). Product: C(C1=CC=CC=C1)(C1=CC=CC=C1)N1C(NC(C(=C1)C=1C=NC=CC1)=O)=O (1-benzhydryl-5-(3-pyridyl)pyrimidine-2,4-dione). Isolated yield 23.9%. As a reaction SMILES: [CH:1]([N:14]1[CH:19]=[C:18](I)[C:17](=[O:21])[NH:16][C:15]1=[O:22])([C:8]1[CH:13]=[CH:12][CH:11]=[CH:10][CH:9]=1)[C:2]1[CH:7]=[CH:6][CH:5]=[CH:4][CH:3]=1.[N:23]1[CH:28]=[CH:27][CH:26]=[C:25](B(O)O)[CH:24]=1>>[CH:1]([N:14]1[CH:19]=[C:18]([C:25]2[CH:24]=[N:23][CH:28]=[CH:27][CH:26]=2)[C:17](=[O:21])[NH:16][C:15]1=[O:22])([C:8]1[CH:13]=[CH:12][CH:11]=[CH:10][CH:9]=1)[C:2]1[CH:7]=[CH:6][CH:5]=[CH:4][CH:3]=1. Procedure details: The title compound was obtained according to the procedure described for the synthesis of Example 14 (Step 2), starting from 1-benzhydryl-5-iodo-pyrimidine-2,4-dione (0.81 g, 2 mmol) and 3-pyridylboronic acid (0.370 g, 3 mmol). The crude was purified by column chromatography using a Teledyne ISCO apparatus (cyclohexane:EtOAc 30:70) to afford the title compound (0.17 g, 24%) as a white solid. 1H NMR (400 MHz, CDCl3): δ 7.14 (s, 1H), 7.20-7.24 (m, 4H), 7.29-7.33 (m, 2H), 7.36-7.46 (m, 6H), 7.93 (d... Reactants: CCO, CCCc1c(C(=O)OCC)c(=O)cc(-c2ccc(Cl)cc2)n1C, Cl, [Na+], [OH-], O. Product: CCCc1c(C(=O)O)c(=O)cc(-c2ccc(Cl)cc2)n1C. As a reaction SMILES: [CH3:28][CH2:29][OH:30].[Cl:4][c:5]1[cH:6][cH:7][c:8](-[c:11]2[n:12]([CH3:26])[c:13]([CH2:23][CH2:24][CH3:25])[c:14]([C:15](=[O:16])[O:17][CH2:18][CH3:19])[c:20](=[O:22])[cH:21]2)[cH:9][cH:10]1.[ClH:3].[Na+:2].[OH-:1].[OH2:27]>>[Cl:4][c:5]1[cH:6][cH:7][c:8](-[c:11]2[n:12]([CH3:26])[c:13]([CH2:23][CH2:24][CH3:25])[c:14]([C:15](=[O:16])[OH:17])[c:20](=[O:22])[cH:21]2)[cH:9][cH:10]1. The reactants are NC1=NN2C(C(=CC=C2)O)=N1 (2-Amino-[1,2,4]triazolo[1,5-a]pyridin-8-ol), BrCC1=CC(=CC=C1)Cl (1-(bromomethyl)-3-chloro-benzene), C([O-])([O-])=O.[K+].[K+] (potassium carbonate). Run in CC(=O)C (acetone), O (water), ClCCl (dichloromethane). Conditions: temperature 80 celsius. The product is ClC=1C=C(COC=2C=3N(C=CC2)N=C(N3)N)C=CC1 (8-(3-Chloro-benzyloxy)-[1,2,4]triazolo[1,5-a]pyridin-2-ylamine). Reaction SMILES: [NH2:1][C:2]1[N:11]=[C:5]2[C:6]([OH:10])=[CH:7][CH:8]=[CH:9][N:4]2[N:3]=1.Br[CH2:13][C:14]1[CH:19]=[CH:18][CH:17]=[C:16]([Cl:20])[CH:15]=1.C(=O)([O-])[O-].[K+].[K+]>CC(C)=O.O.ClCCl>[Cl:20][C:16]1[CH:15]=[C:14]([CH:19]=[CH:18][CH:17]=1)[CH2:13][O:10][C:6]1[C:5]2[N:4]([N:3]=[C:2]([NH2:1])[N:11]=2)[CH:9]=[CH:8][CH:7]=1 |f:2.3.4|. Reported procedure: 260 c) 2-Amino-[1,2,4]triazolo[1,5-a]pyridin-8-ol (0.200 g, 1.33 mmol) was suspended in acetone (1.9 mL). 1-(bromomethyl)-3-chloro-benzene (0.184 mL, 1.40 mmol) and potassium carbonate (193 mg, 1.40 mmol) were added and the reaction mixture was heated to 80° C. for 1 hour. Reaction mixture was cooled to room temperature, diluted with water, extracted with dichloromethane, dried over magnesium sulfate, filtered, and concentrated. Resulting oil was taken up in dichloromethane and purified via chro...